From a dataset of the Open Reaction Database (ORD), a public repository of structured organic reaction records. describe an organic reaction: reactants, conditions, products, and yield The reactants are NC1=CC=C(C=C1)C1=CC=C(C=C1)C(=O)NC(C)(C(=O)OC)C (methyl N-[(4′-aminobiphenyl-4-yl)carbonyl]-2-methylalaninate), ClC=1SC2=C(N1)C=CC(=C2)OC (2-chloro-6-methoxybenzothiazole). Solvent: C(CCC)O (1-butanol). The product is COC1=CC2=C(N=C(S2)NC2=CC=C(C=C2)C2=CC=C(C=C2)C(=O)NC(C)(C(=O)OC)C)C=C1 (methyl N-({4′-[(6-methoxy-1,3-benzothiazol-2-yl)amino]biphenyl-4-yl}carbonyl)-2-methylalaninate). As a reaction SMILES: [NH2:1][C:2]1[CH:7]=[CH:6][C:5]([C:8]2[CH:13]=[CH:12][C:11]([C:14]([NH:16][C:17]([CH3:23])([C:19]([O:21][CH3:22])=[O:20])[CH3:18])=[O:15])=[CH:10][CH:9]=2)=[CH:4][CH:3]=1.Cl[C:25]1[S:26][C:27]2[CH:33]=[C:32]([O:34][CH3:35])[CH:31]=[CH:30][C:28]=2[N:29]=1>C(O)CCC>[CH3:35][O:34][C:32]1[CH:31]=[CH:30][C:28]2[N:29]=[C:25]([NH:1][C:2]3[CH:3]=[CH:4][C:5]([C:8]4[CH:13]=[CH:12][C:11]([C:14]([NH:16][C:17]([CH3:23])([C:19]([O:21][CH3:22])=[O:20])[CH3:18])=[O:15])=[CH:10][CH:9]=4)=[CH:6][CH:7]=3)[S:26][C:27]=2[CH:33]=1. Reported procedure: As shown in Reaction Scheme 12, a mixture of methyl N-[(4′-aminobiphenyl-4-yl)carbonyl]-2-methylalaninate (100 mg, 0.32 mmol), 2-chloro-6-methoxybenzothiazole (83 mg, 0.42 mmol, commercially available), and 1-butanol (4.0 mL) was heated at 90° C. overnight. The solvent was evaporated under reduced pressure to afford crude methyl N-({4′-[(6-methoxy-1,3-benzothiazol-2-yl)amino]biphenyl-4-yl}carbonyl)-2-methylalaninate; LC-MS m/z 476.2 (MH+), retention time 3.25 minutes. Reactants: C(C)C1=CC(=C(N)C=C1CC)[N+](=O)[O-] (4,5-Diethyl-2-nitroaniline). The reagents and catalysts are [Pd] (Pd-C). Solvent: C(C)(=O)OCC (ethyl acetate). Reaction conditions: time 5 hour. Yields the product C(C)C1=CC(=C(C=C1CC)N)N (4,5-Diethyl-1,2-diaminobenzene). The yield is 95.7%. As a reaction SMILES: [CH2:1]([C:3]1[C:9]([CH2:10][CH3:11])=[CH:8][C:6]([NH2:7])=[C:5]([N+:12]([O-])=O)[CH:4]=1)[CH3:2]>C(OCC)(=O)C.[Pd]>[CH2:10]([C:9]1[C:3]([CH2:1][CH3:2])=[CH:4][C:5]([NH2:12])=[C:6]([NH2:7])[CH:8]=1)[CH3:11]. Procedure details: 4,5-Diethyl-2-nitroaniline (23) (567 mg, 2.92 mmol) was dissolved in ethyl acetate (20 mL). To this solution was added 10% Pd-C (142 mg, 20%; Aldrich). The mixture was agitated at room temperature under a pressure of 35 psi (H2) for 5 h. The catalyst was removed through a column of Celite (5 g) and washed with ethyl acetate (3×20 mL). The filtrates were combined and evaporated in vacuo to give 4,5-diethyl-1,2-diaminobenzene 24 (459 mg, 96%) as a colorless solid; mp 114-116° C. (lit. mp 114-115° ... Starting materials: C(C)(C)N1N=C(N=C1C1=CN2CCOC3=C(C2=N1)C=NC(=C3)O)C (2-(2-isopropyl-5-methyl-2H-[1,2,4]triazol-3-yl)-4,5-dihydro-6-oxa-1,3a,9-triaza-benzo[e]azulen-8-ol), N1[C@H](C(=O)N)CCC1 (L-prolinamide). Product: C(C)(C)N1N=C(N=C1C=1N=C2N(CCOC3=C2C=NC(=C3)N3[C@@H](CCC3)C(=O)N)C1)C ((2S)-1-(2-(1-isopropyl-3-methyl-1H-1,2,4-triazol-5-yl)-5,6-dihydroimidazo[1,2-d]pyrido[3,4-f][1,4]oxazepin-9-yl)pyrrolidine-2-carboxamide). The yield is 67.0%. Reaction SMILES: [CH:1]([N:4]1[C:8]([C:9]2[N:18]=[C:17]3[N:11]([CH2:12][CH2:13][O:14][C:15]4[CH:22]=[C:21](O)[N:20]=[CH:19][C:16]=43)[CH:10]=2)=[N:7][C:6]([CH3:24])=[N:5]1)([CH3:3])[CH3:2].[NH:25]1[CH2:32][CH2:31][CH2:30][C@H:26]1[C:27]([NH2:29])=[O:28]>>[CH:1]([N:4]1[C:8]([C:9]2[N:18]=[C:17]3[C:16]4[CH:19]=[N:20][C:21]([N:25]5[CH2:32][CH2:31][CH2:30][C@H:26]5[C:27]([NH2:29])=[O:28])=[CH:22][C:15]=4[O:14][CH2:13][CH2:12][N:11]3[CH:10]=2)=[N:7][C:6]([CH3:24])=[N:5]1)([CH3:2])[CH3:3]. Reported procedure: Following the procedures of Example 339, 2-(2-isopropyl-5-methyl-2H-[1,2,4]triazol-3-yl)-4,5-dihydro-6-oxa-1,3a,9-triaza-benzo[e]azulen-8-ol and L-prolinamide, were reacted and the crude product recrystallised from IMS to give 369 as a white solid (130 mg, 67%). LCMS: RT=2.48 min, [M+H]+=423. 1H NMR 400 MHz (DMSO-d6) δ: 9.06 (1H, s), 7.80 (1H, s), 7.35 (1H, br), 6.94 (1H, br), 5.96 (1H, s), 5.90-5.88 (1H, m), 4.50 (4H, d, J=17.28 Hz), 4.32 (1H, m), 3.61 (1H, m), 3.45 (1H, m)), 2.26 (2H, s), 2.24... Reactants: C(C#C)NC(C1=C(N=CC=C1)NC1=CC(=C(C(=C1)OC)OC)OC)=O (N-(prop-2-ynyl)-2-(3,4,5-trimethoxyphenylamino)nicotinamide), N(=[N+]=[N-])CC1=CC(=CC=C1)OC1=CC=CC=C1 (1-(azidomethyl)-3-phenoxybenzene), O (water), O=C1C(O)=C([O-])[C@H](O1)[C@@H](O)CO.[Na+] (sodium ascorbate). The reagents and catalysts are S(=O)(=O)([O-])[O-].[Cu+2] (copper (II) sulphate). The solvent is C(C)(C)(C)O (tert-butyl alcohol). Conditions: time 10 hour. The product is O(C1=CC=CC=C1)C=1C=C(CN2N=NC(=C2)CNC(C2=C(N=CC=C2)NC2=CC(=C(C(=C2)OC)OC)OC)=O)C=CC1 (N-((1-(3-Phenoxybenzyl)-1H-1,2,3-triazol-4-yl)methyl)-2-(3,4,5-trimethoxyphenylamino) nicotinamide). Isolated yield 80.1%. Reaction SMILES: [CH2:1]([NH:4][C:5](=[O:25])[C:6]1[CH:11]=[CH:10][CH:9]=[N:8][C:7]=1[NH:12][C:13]1[CH:18]=[C:17]([O:19][CH3:20])[C:16]([O:21][CH3:22])=[C:15]([O:23][CH3:24])[CH:14]=1)[C:2]#[CH:3].[N:26]([CH2:29][C:30]1[CH:35]=[CH:34][CH:33]=[C:32]([O:36][C:37]2[CH:42]=[CH:41][CH:40]=[CH:39][CH:38]=2)[CH:31]=1)=[N+:27]=[N-:28].O.O=C1O[C@H]([C@H](CO)O)C([O-])=C1O.[Na+]>S([O-])([O-])(=O)=O.[Cu+2].C(O)(C)(C)C>[O:36]([C:32]1[CH:31]=[C:30]([CH:35]=[CH:34][CH:33]=1)[CH2:29][N:26]1[CH:3]=[C:2]([CH2:1][NH:4][C:5](=[O:25])[C:6]2[CH:11]=[CH:10][CH:9]=[N:8][C:7]=2[NH:12][C:13]2[CH:18]=[C:17]([O:19][CH3:20])[C:16]([O:21][CH3:22])=[C:15]([O:23][CH3:24])[CH:14]=2)[N:28]=[N:27]1)[C:37]1[CH:38]=[CH:39][CH:40]=[CH:41][CH:42]=1 |f:3.4,5.6|. Procedure details: Compound 8 (194 mg, 1 mmol) and 3,4,5-trimethoxyaniline (9j, 183 mg, 1 mmol) were taken in ethylene glycol and heated at 140° C. for 6 h. Then the reaction mixture was cooled and extracted with ethyl acetate from the aqueous layer and concentrated in vacuum. The compound was further purified by column chromatography using 60-120 silica gel to obtain N-(prop-2-ynyl)-2-(3,4,5-trimethoxyphenylamino)nicotinamide 10j as pure product. To a solution of N-(prop-2-ynyl)-2-(3,4,5-trimethoxyphenylamino)nic...